The task is: describe an organic reaction: reactants, conditions, products, and yield. This data is from the Open Reaction Database (ORD), a public repository of structured organic reaction records. Reactants: CCOC(=O)Nc1nc2cc(OC)c(OC)cc2nc1OC, Clc1cccc(N2CCNCC2)c1. The product is COc1cc2nc(NC(=O)N3CCN(c4cccc(Cl)c4)CC3)c(OC)nc2cc1OC. As a reaction SMILES: [CH3:1][O:2][c:3]1[n:4][c:5]2[cH:6][c:7]([O:21][CH3:22])[c:8]([O:19][CH3:20])[cH:9][c:10]2[n:11][c:12]1[NH:13][C:14]([O:15][CH2:16][CH3:17])=[O:18].[Cl:23][c:24]1[cH:25][cH:26][cH:27][c:28]([N:30]2[CH2:31][CH2:32][NH:33][CH2:34][CH2:35]2)[cH:29]1>>[CH3:1][O:2][c:3]1[n:4][c:5]2[cH:6][c:7]([O:21][CH3:22])[c:8]([O:19][CH3:20])[cH:9][c:10]2[n:11][c:12]1[NH:13][C:14](=[O:18])[N:33]1[CH2:32][CH2:31][N:30]([c:28]2[cH:27][cH:26][cH:25][c:24]([Cl:23])[cH:29]2)[CH2:35][CH2:34]1. Reactants: O (water), C(C)C1=C(C(=C2C(CC3(CCC3)OC2=C1)=O)C)O (7-ethyl-6-hydroxy-5-methylspiro[chroman-2,1′-cyclobutan]-4-one), Cl.CON (methoxyamine HCl salt), C(C)(=O)[O-].[Na+] (sodium acetate). Run in CO (MeOH). Conditions: temperature 80 celsius, time 8 hour. Product: CON=C1CC2(CCC2)OC2=CC(=C(C(=C12)C)O)CC (7-ethyl-6-hydroxy-5-methylspiro[chroman-2,1′-cyclobutan]-4-one O-methyl oxime). Isolated yield 59.3%. As a reaction SMILES: [CH2:1]([C:3]1[CH:15]=[C:14]2[C:6]([C:7](=O)[CH2:8][C:9]3([O:13]2)[CH2:12][CH2:11][CH2:10]3)=[C:5]([CH3:17])[C:4]=1[OH:18])[CH3:2].Cl.[CH3:20][O:21][NH2:22].C([O-])(=O)C.[Na+].O>CO>[CH3:20][O:21][N:22]=[C:7]1[C:6]2[C:14](=[CH:15][C:3]([CH2:1][CH3:2])=[C:4]([OH:18])[C:5]=2[CH3:17])[O:13][C:9]2([CH2:12][CH2:11][CH2:10]2)[CH2:8]1 |f:1.2,3.4|. Procedure details: A mixture of 7-ethyl-6-hydroxy-5-methylspiro[chroman-2,1′-cyclobutan]-4-one (0.8 g), methoxyamine HCl salt (500 mg) and sodium acetate (300 mg) in MeOH (20 mL) was stirred at 80° C. overnight. The mixture was poured into water and extracted with ethyl acetate. The ethyl acetate was dried and evaporated. The residue was purified by silica gel column eluting with 10% ethyl acetate in hexane, giving 7-ethyl-6-hydroxy-5-methylspiro[chroman-2,1′-cyclobutan]-4-one O-methyl oxime (530 mg).